Dataset: the Open Reaction Database (ORD), a public repository of structured organic reaction records. Task: describe an organic reaction: reactants, conditions, products, and yield RXN SMILES: [CH:1]([CH3:2])([CH3:3])[N:4]([CH2:5][CH2:6][N:7]1[C:8](=[O:9])[C:10](=[O:11])[c:12]2[cH:13][c:14]([CH3:18])[cH:15][cH:16][c:17]21)[CH:19]([CH3:20])[CH3:21].[ClH:22].[NH2:23][NH:24][C:25](=[O:26])[NH2:27]>>[CH:1]([CH3:2])([CH3:3])[N:4]([CH2:5][CH2:6][N:7]1[C:8](=[O:9])[C:10](=[N:23][NH:24][C:25](=[O:26])[NH2:27])[c:12]2[cH:13][c:14]([CH3:18])[cH:15][cH:16][c:17]21)[CH:19]([CH3:20])[CH3:21]. Reactants: Cc1ccc2c(c1)C(=O)C(=O)N2CCN(C(C)C)C(C)C, Cl, NNC(N)=O. Product: Cc1ccc2c(c1)C(=NNC(N)=O)C(=O)N2CCN(C(C)C)C(C)C. The reactants are ClC=1C=NC=C(C1SC1=C(C=C(S1)C(=O)O)[N+](=O)[O-])Cl (5-[(3,5-dichloro-4-pyridyl)sulfanyl]-4-nitro-thiophene-2-carboxylic acid), OC1=CC=C(CN)C=C1 (4-hydroxylbenzylamine). Yields the product ClC=1C=NC=C(C1SC1=C(C=C(S1)C(=O)NCC1=CC=C(C=C1)O)[N+](=O)[O-])Cl (5-((3,5-dichloropyridin-4-yl)thio)-N-(4-hydroxybenzyl)-4-nitrothiophene-2-carboxamide), solid. Isolated yield 51.0%. As a reaction SMILES: [Cl:1][C:2]1[CH:3]=[N:4][CH:5]=[C:6]([Cl:20])[C:7]=1[S:8][C:9]1[S:13][C:12]([C:14]([OH:16])=O)=[CH:11][C:10]=1[N+:17]([O-:19])=[O:18].[OH:21][C:22]1[CH:29]=[CH:28][C:25]([CH2:26][NH2:27])=[CH:24][CH:23]=1>>[Cl:20][C:6]1[CH:5]=[N:4][CH:3]=[C:2]([Cl:1])[C:7]=1[S:8][C:9]1[S:13][C:12]([C:14]([NH:27][CH2:26][C:25]2[CH:28]=[CH:29][C:22]([OH:21])=[CH:23][CH:24]=2)=[O:16])=[CH:11][C:10]=1[N+:17]([O-:19])=[O:18]. Reported procedure: Prepared according to the procedure described for example 44 from 5-[(3,5-dichloro-4-pyridyl)sulfanyl]-4-nitro-thiophene-2-carboxylic acid (35 mg, 0.1 mmol) and 4-hydroxylbenzylamine (14.5 mg, 0.12 mmol). The title compound was obtained as a solid (23.1 mg, 51% yield). MS m/z: 455.96, 457.96 [M+H]+. Starting materials: C(C)(C)(C)NC(=O)N1CC(CC1)O (1-t-butylcarbamoyl-3-hydroxypyrrolidine), [H-].[Na+] (NaH), C(CCC)OC1=NSN=C1S(=O)(=O)C (3-butyloxy-4-methanesulfonyl-1,2,5-thiadiazole). Run in C1CCOC1 (THF), C1CCOC1 (THF). Run at temperature 50 celsius, time 8 hour. The product is C(CCC)OC1=NSN=C1OC1CNCC1 ((±)-3-Butyloxy-4-(3-pyrrolidinyloxy)-1,2,5-thiadiazole). Reaction SMILES: [H-].[Na+].C(NC([N:10]1[CH2:14][CH2:13][CH:12]([OH:15])[CH2:11]1)=O)(C)(C)C.[CH2:16]([O:20][C:21]1[C:25](S(C)(=O)=O)=[N:24][S:23][N:22]=1)[CH2:17][CH2:18][CH3:19]>C1COCC1>[CH2:16]([O:20][C:21]1[C:25]([O:15][CH:12]2[CH2:13][CH2:14][NH:10][CH2:11]2)=[N:24][S:23][N:22]=1)[CH2:17][CH2:18][CH3:19] |f:0.1|. Procedure details: A suspension of NaH (0.066 g, 0.0028 mol) in THF (25 mL) was treated with 1-t-butylcarbamoyl-3-hydroxypyrrolidine (Ref. Syn. Commun. 15, 587.) (0.5 g, 0.0027 mol) and the reaction warmed to 50° C. for 30 min. After cooling to ambient temperature, 3-butyloxy-4-methanesulfonyl-1,2,5-thiadiazole (0.55 g, 0.0027 mol) in THF (5 mL) was added and the reaction heated to reflux for 2.5 h. The solvent was evaporated, the residue treated with ice-water, and the mixture extracted with ether. The extracts w...